describe an organic reaction: reactants, conditions, products, and yield From a dataset of the Open Reaction Database (ORD), a public repository of structured organic reaction records. Starting materials: [BH4-], CCO, O=C(O)Cc1ccc(N2C(=O)c3c(c(OCC(F)(F)F)c4ccccc4c3OCC(F)(F)F)C2=O)c(Cl)c1, [Na+], C1CCOC1. Yields the product O=C(O)Cc1ccc(N2C(=O)c3c(c(OCC(F)(F)F)c4ccccc4c3OCC(F)(F)F)C2O)c(Cl)c1. As a reaction SMILES: [BH4-:39].[CH3:41][CH2:42][OH:43].[Cl:1][c:2]1[cH:3][c:4]([CH2:35][C:36](=[O:37])[OH:38])[cH:5][cH:6][c:7]1[N:8]1[C:9](=[O:34])[c:10]2[c:11]([O:28][CH2:29][C:30]([F:31])([F:32])[F:33])[c:12]3[c:13]([c:14]([O:18][CH2:19][C:20]([F:21])([F:22])[F:23])[c:15]2[C:16]1=[O:17])[cH:24][cH:25][cH:26][cH:27]3.[Na+:40].[O:44]1[CH2:45][CH2:46][CH2:47][CH2:48]1>>[Cl:1][c:2]1[cH:3][c:4]([CH2:35][C:36](=[O:37])[OH:38])[cH:5][cH:6][c:7]1[N:8]1[C:9](=[O:34])[c:10]2[c:11]([O:28][CH2:29][C:30]([F:31])([F:32])[F:33])[c:12]3[c:13]([c:14]([O:18][CH2:19][C:20]([F:21])([F:22])[F:23])[c:15]2[CH:16]1[OH:17])[cH:24][cH:25][cH:26][cH:27]3. The reactants are [H][H] (hydrogen), C1(CCCC1)N1CCC(CC1)C1=CC=C(C=C1)[N+](=O)[O-] (1-cyclopentyl-4-(4-nitrophenyl)piperidine), Cl (HCl). Reagents/catalysts: [Pd] (Pd/C). The solvent is CC(C)O (IPA). Yields the product Cl.C1(CCCC1)N1CCC(CC1)C1=CC=C(N)C=C1 (4-(1-cyclopentylpiperidin-4-yl)aniline hydrochloride). The yield is 60.0%. As a reaction SMILES: [CH:1]1([N:6]2[CH2:11][CH2:10][CH:9]([C:12]3[CH:17]=[CH:16][C:15]([N+:18]([O-])=O)=[CH:14][CH:13]=3)[CH2:8][CH2:7]2)[CH2:5][CH2:4][CH2:3][CH2:2]1.[H][H].[ClH:23]>CC(O)C.[Pd]>[ClH:23].[CH:1]1([N:6]2[CH2:11][CH2:10][CH:9]([C:12]3[CH:13]=[CH:14][C:15]([NH2:18])=[CH:16][CH:17]=3)[CH2:8][CH2:7]2)[CH2:2][CH2:3][CH2:4][CH2:5]1 |f:5.6|. Procedure details: 1-Cyclopentyl-4-(4-nitrophenyl)piperidine (303) (6.5 g, 24 mmol) was dissolved in IPA (70 mL) and 2M HCl (aq) (18 mL), and 10% Pd/C (2 g) was added. The resulting mixture was agitated on Parr shaker under 50 psi hydrogen for 18 hours. The reaction mixture was filtered through celite, and the solvent was removed under reduced pressure to give 4-(1-cyclopentylpiperidin-4-yl)aniline hydrochloride (304) (4.0 g, 14 mmol, 60% yield).